This data is from the Open Reaction Database (ORD), a public repository of structured organic reaction records. The task is: describe an organic reaction: reactants, conditions, products, and yield Starting materials: [BH4-], COC(=O)c1cc(F)c(C#N)nc1Nc1ccc([Si](C)(C)C)cc1F, CO, Cl[Co]Cl, [Na+]. Product: COC(=O)c1cc(F)c(CN)nc1Nc1ccc([Si](C)(C)C)cc1F. Reaction SMILES: [BH4-:26].[CH3:1][O:2][C:3]([c:4]1[c:5]([NH:13][c:14]2[c:15]([F:24])[cH:16][c:17]([Si:20]([CH3:21])([CH3:22])[CH3:23])[cH:18][cH:19]2)[n:6][c:7]([C:11]#[N:12])[c:8]([F:10])[cH:9]1)=[O:25].[CH3:28][OH:29].[Co:30]([Cl:31])[Cl:32].[Na+:27]>>[CH3:1][O:2][C:3]([c:4]1[c:5]([NH:13][c:14]2[c:15]([F:24])[cH:16][c:17]([Si:20]([CH3:21])([CH3:22])[CH3:23])[cH:18][cH:19]2)[n:6][c:7]([CH2:11][NH2:12])[c:8]([F:10])[cH:9]1)=[O:25]. Starting materials: ClC1=CC=C(C=C1)[C@H]1CN(CC[C@@H]1[C@H](C)OC1=CC(=C(C=C1)Cl)Cl)C(=O)C1CCN(CC1)C1=NC=C(C=C1)C#N (4-{(3S,4S)-3-(4-Chloro-phenyl)-4-[(S)-1-(3,4-dichloro-phenoxy)-ethyl]-piperidine-1-carbonyl}-3,4,5,6-tetrahydro-2H-[1,2′]bipyridinyl-5′-carbonitrile), N1CCCCC1 (piperidine), C(C1=CC=CC=C1)N1C[C@@H]([C@H](CC1)[C@@H](C)O)C1=CC=C(C=C1)Cl ((R)-1-[(3S,4S)-1-Benzyl-3-(4-chloro-phenyl)-piperidin-4-yl]-ethanol), N1C=CC2=CC(=CC=C12)O (1H-indol-5-ol), CCN(C(C)C)C(C)C (DIPEA), ClC(C)OC(=O)Cl (1-chloroethyl-chloroformate). Solvent: CO (methanol). Product: C(#N)C=1C=CC(=NC1)N1CCC(CC1)C(=O)O (5′-Cyano-3,4,5,6-tetrahydro-2H-[1,2′]bipyridinyl-4-carboxylic acid), ClC1=CC=C(C=C1)[C@H]1CN(CC[C@@H]1[C@H](C)OC=1C=C2C=CNC2=CC1)C(=O)C1CCN(CC1)C1=NC=C(C=C1)C#N (4-{(3S,4S)-3-(4-Chloro-phenyl)-4-[(S)-1-(1H-indol-5-yloxy)-ethyl]-piperidine-1-carbonyl}-3,4,5,6-tetrahydro-2H-[1,2′]bipyridinyl-5′-carbonitrile). RXN SMILES: [Cl:1][C:2]1[CH:7]=[CH:6][C:5]([C@@H:8]2[C@@H:13]([C@@H:14]([O:16][C:17]3[CH:22]=[CH:21][C:20](Cl)=[C:19](Cl)[CH:18]=3)[CH3:15])[CH2:12][CH2:11][N:10]([C:25]([CH:27]3[CH2:32][CH2:31][N:30]([C:33]4[CH:38]=[CH:37][C:36]([C:39]#[N:40])=[CH:35][N:34]=4)[CH2:29][CH2:28]3)=[O:26])[CH2:9]2)=[CH:4][CH:3]=1.[NH:41]1CCC[CH2:43][CH2:42]1.C(N1CC[C@H]([C@H]([OH:62])C)[C@@H](C2C=CC(Cl)=CC=2)C1)C1C=CC=CC=1.N1C2C(=CC(O)=CC=2)C=C1.ClC(OC(Cl)=O)C.CCN(C(C)C)C(C)C>CO>[C:39]([C:36]1[CH:37]=[CH:38][C:33]([N:30]2[CH2:31][CH2:32][CH:27]([C:25]([OH:26])=[O:62])[CH2:28][CH2:29]2)=[N:34][CH:35]=1)#[N:40].[Cl:1][C:2]1[CH:7]=[CH:6][C:5]([C@@H:8]2[C@@H:13]([C@@H:14]([O:16][C:17]3[CH:18]=[C:19]4[C:20](=[CH:21][CH:22]=3)[NH:41][CH:42]=[CH:43]4)[CH3:15])[CH2:12][CH2:11][N:10]([C:25]([CH:27]3[CH2:28][CH2:29][N:30]([C:33]4[CH:38]=[CH:37][C:36]([C:39]#[N:40])=[CH:35][N:34]=4)[CH2:31][CH2:32]3)=[O:26])[CH2:9]2)=[CH:4][CH:3]=1. Reported procedure: In analogy to the procedure described for the synthesis of 4-{(3S,4S)-3-(4-Chloro-phenyl)-4-[(S)-1-(3,4-dichloro-phenoxy)-ethyl]-piperidine-1-carbonyl}-3,4,5,6-tetrahydro-2H-[1,2′]bipyridinyl-5′-carbonitrile (example 49) the respective piperidine derivative was prepared from (R)-1-[(3S,4S)-1-Benzyl-3-(4-chloro-phenyl)-piperidin-4-yl]-ethanol and 1H-indol-5-ol via Mitsunobu reaction and subsequently the benzyl group was cleaved by treatment with 1-chloroethyl-chloroformate, DIPEA and methanol. Co... Yields the product CC(O[Si](C)(C)C(C)(C)C)C(Cc1ccc(Br)cc1)c1ccc(Cl)cc1. Starting materials: CC(O)C(Cc1ccc(Br)cc1)c1ccc(Cl)cc1, CC(C)(C)[Si](C)(C)Cl, CCOCC, CN(C)C=O, O, c1c[nH]cn1. As a reaction SMILES: [Br:1][c:2]1[cH:3][cH:4][c:5]([CH2:8][CH:9]([CH:10]([CH3:11])[OH:12])[c:13]2[cH:14][cH:15][c:16]([Cl:19])[cH:17][cH:18]2)[cH:6][cH:7]1.[C:20]([CH3:21])([CH3:22])([CH3:23])[Si:24]([CH3:25])([CH3:26])[Cl:27].[CH2:33]([O:34][CH2:35][CH3:36])[CH3:37].[CH3:38][N:39]([CH3:40])[CH:41]=[O:42].[OH2:43].[nH:28]1[cH:29][cH:30][n:31][cH:32]1>>[Br:1][c:2]1[cH:3][cH:4][c:5]([CH2:8][CH:9]([CH:10]([CH3:11])[O:12][Si:24]([C:20]([CH3:21])([CH3:22])[CH3:23])([CH3:25])[CH3:26])[c:13]2[cH:14][cH:15][c:16]([Cl:19])[cH:17][cH:18]2)[cH:6][cH:7]1. Reactants: CC(=O)c1ccc(S(N)(=O)=O)cc1, C[O-], CN(C)C=O, COc1cc(OC)c(-c2c[nH]c(C3CC3)n2)cc1C=O, [Li+]. Yields the product COc1cc(OC)c(-c2c[nH]c(C3CC3)n2)cc1C=CC(=O)c1ccc(S(N)(=O)=O)cc1. As a reaction SMILES: [C:1]([CH3:2])(=[O:3])[c:4]1[cH:5][cH:6][c:7]([S:10](=[O:11])(=[O:12])[NH2:13])[cH:8][cH:9]1.[CH3:34][O-:35].[CH3:37][N:38]([CH3:39])[CH:40]=[O:41].[CH:14]1([c:17]2[nH:18][cH:19][c:20](-[c:22]3[c:23]([O:32][CH3:33])[cH:24][c:25]([O:30][CH3:31])[c:26]([CH:27]=[O:28])[cH:29]3)[n:21]2)[CH2:15][CH2:16]1.[Li+:36]>>[C:1]([CH:2]=[CH:27][c:26]1[c:25]([O:30][CH3:31])[cH:24][c:23]([O:32][CH3:33])[c:22](-[c:20]2[cH:19][nH:18][c:17]([CH:14]3[CH2:15][CH2:16]3)[n:21]2)[cH:29]1)(=[O:3])[c:4]1[cH:5][cH:6][c:7]([S:10](=[O:11])(=[O:12])[NH2:13])[cH:8][cH:9]1.